This data is from the Open Reaction Database (ORD), a public repository of structured organic reaction records. The task is: describe an organic reaction: reactants, conditions, products, and yield The reactants are N([C@@H](CC1=CC=CC=C1)C(=O)N[C@H](CC1=CNC2=CC=CC=C12)C(=O)N[C@@H](CCCCNC(=O)OCC1=CC=CC=C1)C(=O)N[C@@H]([C@H](O)C)C(=O)N[C@@H](CSCC1=CC=C(C)C=C1)C(=O)N[C@@H]([C@H](O)C)CO)C(=O)OC(C)(C)C (BOC-Phe-(D)Trp-Lys(Z)-Thr-Cys(MBzl)-Thr-ol), Cl (HCl). Solvent: C(=O)(C(F)(F)F)O.O (TFA H2O), C(C)OCC (ethyl-ether), C(C)OCC (ethyl-ether). Conditions: time 30 minute. Product: N[C@@H](CC1=CC=CC=C1)C(=O)N[C@H](CC1=CNC2=CC=CC=C12)C(=O)N[C@@H](CCCCNC(=O)OCC1=CC=CC=C1)C(=O)N[C@@H]([C@H](O)C)C(=O)N[C@@H](CSCC1=CC=C(C)C=C1)C(=O)N[C@@H]([C@H](O)C)CO.Cl (H-Phe-(D)Trp-Lys(Z)-Thr-Cys(MBzl)-Thr-ol hydrochloride). As a reaction SMILES: [NH:1](C(OC(C)(C)C)=O)[C@H:2]([C:10]([NH:12][C@@H:13]([C:24]([NH:26][C@H:27]([C:43]([NH:45][C@H:46]([C:50]([NH:52][C@H:53]([C:64]([NH:66][C@H:67]([CH2:71][OH:72])[C@@H:68]([CH3:70])[OH:69])=[O:65])[CH2:54][S:55][CH2:56][C:57]1[CH:63]=[CH:62][C:60]([CH3:61])=[CH:59][CH:58]=1)=[O:51])[C@@H:47]([CH3:49])[OH:48])=[O:44])[CH2:28][CH2:29][CH2:30][CH2:31][NH:32][C:33]([O:35][CH2:36][C:37]1[CH:42]=[CH:41][CH:40]=[CH:39][CH:38]=1)=[O:34])=[O:25])[CH2:14][C:15]1[C:23]2[C:18](=[CH:19][CH:20]=[CH:21][CH:22]=2)[NH:17][CH:16]=1)=[O:11])[CH2:3][C:4]1[CH:9]=[CH:8][CH:7]=[CH:6][CH:5]=1.[ClH:80]>C(O)(C(F)(F)F)=O.O.C(OCC)C>[NH2:1][C@H:2]([C:10]([NH:12][C@@H:13]([C:24]([NH:26][C@H:27]([C:43]([NH:45][C@H:46]([C:50]([NH:52][C@H:53]([C:64]([NH:66][C@H:67]([CH2:71][OH:72])[C@@H:68]([CH3:70])[OH:69])=[O:65])[CH2:54][S:55][CH2:56][C:57]1[CH:63]=[CH:62][C:60]([CH3:61])=[CH:59][CH:58]=1)=[O:51])[C@@H:47]([CH3:49])[OH:48])=[O:44])[CH2:28][CH2:29][CH2:30][CH2:31][NH:32][C:33]([O:35][CH2:36][C:37]1[CH:38]=[CH:39][CH:40]=[CH:41][CH:42]=1)=[O:34])=[O:25])[CH2:14][C:15]1[C:23]2[C:18](=[CH:19][CH:20]=[CH:21][CH:22]=2)[NH:17][CH:16]=1)=[O:11])[CH2:3][C:4]1[CH:5]=[CH:6][CH:7]=[CH:8][CH:9]=1.[ClH:80] |f:2.3,5.6|. Reported procedure: 13 g BOC-Phe-(D)Trp-Lys(Z)-Thr-Cys(MBzl)-Thr-ol are dissolved in 60 ml cold TFA/H2O (15:1) and the solution allowed to stand for 30 min. at room temperature. The reaction mixture is stirred into a mixture comprising 3 liters ethyl-ether and 20 ml HCl in ethyl-ether (~5 N) and the precipitated product filtered off, washed with ethyl-ether and dried to yield the title compound: Product: CNC1=CC=CC(=N1)CCOC1=CC=C(C=C1)CC(CC(=O)O)C=1SC(=CN1)C (4-[4-[2-(6-Methylaminopyridin-2-yl)-1-ethoxy]phenyl]-3-(5-methylthiazol-2-yl) butanoic acid). Reactants: CNC1=CC=CC(=N1)CCOC1=CC=C(C=C1)CC(CC(=O)[O-])C=1SC(=CN1)C (4-[4-[2-(6-methylaminopyridin-2-yl)-1-ethoxy]phenyl]-3-(5-methylthiazol-2-yl)butanoate), [OH-].[Na+] (NaOH), Cl (HCl). Run in C1CCOC1.O (THF H2O). Conditions: time 18 hour. RXN SMILES: [CH3:1][NH:2][C:3]1[N:8]=[C:7]([CH2:9][CH2:10][O:11][C:12]2[CH:17]=[CH:16][C:15]([CH2:18][CH:19]([C:24]3[S:25][C:26]([CH3:29])=[CH:27][N:28]=3)[CH2:20][C:21]([O-:23])=[O:22])=[CH:14][CH:13]=2)[CH:6]=[CH:5][CH:4]=1.[OH-].[Na+].Cl>C1COCC1.O>[CH3:1][NH:2][C:3]1[N:8]=[C:7]([CH2:9][CH2:10][O:11][C:12]2[CH:17]=[CH:16][C:15]([CH2:18][CH:19]([C:24]3[S:25][C:26]([CH3:29])=[CH:27][N:28]=3)[CH2:20][C:21]([OH:23])=[O:22])=[CH:14][CH:13]=2)[CH:6]=[CH:5][CH:4]=1 |f:1.2,4.5|. The yield is 62.0%. Procedure details: To a solution of methyl (±)-[4-[4-[2-(6-methylaminopyridin-2-yl)-1-ethoxy]phenyl]-3-(5-methylthiazol-2-yl)butanoate (0.85 mmole) in 1:1 THF/H2O (5 mL) was added 1.0 N NaOH (1.28 mL, 1.28 mmole). After 18 hr the mixture was acidified to pH 6 using 10% HCl then concentrated to dryness. The residue was chromatographed on silica gel (EtOH) to give the title compound as a yellow solid (217 mg, 62% over 2 steps). MS (ES) m/e 412 (M+H)+. Anal. Calcd for C22H25N3O3S 1.2H2O: C, 61.01; H. 6.38; N. 9.70. F... Starting materials: Fc1ccc2c(c1)CC1(CCN(Cc3ccccc3)CC1)O2, Cc1ccccc1, CCOC(=O)Cl. Product: Fc1ccc2c(c1)CC1(CCNCC1)O2. Reaction SMILES: [CH2:7]([c:8]1[cH:9][cH:10][cH:11][cH:12][cH:13]1)[N:14]1[CH2:15][CH2:16][C:17]2([O:18][c:19]3[c:20]([cH:22][c:23]([F:26])[cH:24][cH:25]3)[CH2:21]2)[CH2:27][CH2:28]1.[CH3:29][c:30]1[cH:31][cH:32][cH:33][cH:34][cH:35]1.[Cl:1][C:2]([O:3][CH2:4][CH3:5])=[O:6]>>[NH:14]1[CH2:15][CH2:16][C:17]2([O:18][c:19]3[c:20]([cH:22][c:23]([F:26])[cH:24][cH:25]3)[CH2:21]2)[CH2:27][CH2:28]1.